From a dataset of the Open Reaction Database (ORD), a public repository of structured organic reaction records. describe an organic reaction: reactants, conditions, products, and yield Reactants: N1[C@H](CO)CCC1 (L-prolinol), C(C)(=O)[O-].[Na+] (sodium acetate), ClCC(=O)Cl (chloroacetyl chloride). The solvent is CC(=O)C (acetone), O (water), CC(=O)C (acetone). Reaction conditions: time 2 hour. The product is ClCC(=O)N1[C@@H](CCC1)CO ((S)-1-(chloroacetyl)-2-pyrrolidinemethanol). RXN SMILES: [Cl:1][CH2:2][C:3](Cl)=[O:4].[NH:6]1[CH2:12][CH2:11][CH2:10][C@H:7]1[CH2:8][OH:9].C([O-])(=O)C.[Na+]>CC(C)=O.O>[Cl:1][CH2:2][C:3]([N:6]1[CH2:12][CH2:11][CH2:10][C@H:7]1[CH2:8][OH:9])=[O:4] |f:2.3|. Procedure: A solution of chloroacetyl chloride, 27.7 g (0.247 mol), in 66.5 ml of acetone is added dropwise with stirring to a solution of 25 g (0.247 mol) of L-prolinol and 40.4 g (0.493 mol) of sodium acetate in a mixture of 400 ml of acetone and 200 ml of water at 0°-5° C. The mixture is stirred and allowed to reach room temperature over two hours, the solvent is evaporated in vacuo and the residue is suspended in 300 ml chloroform and washed with water, 2×300 ml. The chloroform layer is separated, drie... Reactants: COC=1C=C2C=C(NC2=CC1OC)C(=O)O (5,6-dimethoxyindole-2-carboxylic acid), C(C)NC=1C(=NC=CC1)N1CCNCC1 (1-[3-ethylamino-2-pyridinyl]piperazine). Product: CCNC1=C(N=CC=C1)N2CCN(CC2)C(=O)C3=CC4=CC(=C(C=C4N3)OC)OC (1-[5,6-Dimethoxyindolyl-2-carbonyl]-4-[3-ethylamino-2-pyridinyl]piperazine). Reaction SMILES: [CH3:1][O:2][C:3]1[CH:4]=[C:5]2[C:9](=[CH:10][C:11]=1[O:12][CH3:13])[NH:8][C:7]([C:14]([OH:16])=O)=[CH:6]2.[CH2:17]([NH:19][C:20]1[C:21]([N:26]2[CH2:31][CH2:30][NH:29][CH2:28][CH2:27]2)=[N:22][CH:23]=[CH:24][CH:25]=1)[CH3:18]>>[CH3:18][CH2:17][NH:19][C:20]1[CH:25]=[CH:24][CH:23]=[N:22][C:21]=1[N:26]1[CH2:31][CH2:30][N:29]([C:14]([C:7]2[NH:8][C:9]3[C:5](=[CH:4][C:3]([O:2][CH3:1])=[C:11]([O:12][CH3:13])[CH:10]=3)[CH:6]=2)=[O:16])[CH2:28][CH2:27]1. Reported procedure: Following the general procedure of EXAMPLE 16 and making non-critical variations but using 5,6-dimethoxyindole-2-carboxylic acid (0.50 g) and 1-[3-ethylamino-2-pyridinyl]piperazine (0.51 g), the title compound is obtained, The reactants are C1(CCCC1)OC=1C=C(C=O)C=CC1O (3-cyclopentyloxy-4-hydroxybenzaldehyde), C([O-])([O-])=O.[K+].[K+] (potassium carbonate), [I-].[K+] (potassium iodide), C0, FC(Cl)F (difluorochloromethane). The solvent is CN(C=O)C (dimethylformamide). Product: C1(CCCC1)OC=1C=C(C=O)C=CC1OC(F)F (3-cyclopentyloxy-4-difluoromethoxybenzaldehyde). As a reaction SMILES: [CH:1]1([O:6][C:7]2[CH:8]=[C:9]([CH:12]=[CH:13][C:14]=2[OH:15])[CH:10]=[O:11])[CH2:5][CH2:4][CH2:3][CH2:2]1.C(=O)([O-])[O-].[K+].[K+].[I-].[K+].[F:24][CH:25]([F:27])Cl>CN(C)C=O>[CH:1]1([O:6][C:7]2[CH:8]=[C:9]([CH:12]=[CH:13][C:14]=2[O:15][CH:25]([F:27])[F:24])[CH:10]=[O:11])[CH2:2][CH2:3][CH2:4][CH2:5]1 |f:1.2.3,4.5|. Reported procedure: A solution of 3-cyclopentyloxy-4-hydroxybenzaldehyde (5.1 g) in dimethylformamide (50 mL) is treated with potassium carbonate (4.83 g) and potassium iodide (1.2 g) and the solution is heated at 70°-75° C0 whilst difluorochloromethane is bubbled though it at a slow rate, during 5 hours. Water (100 mL) is added and the mixture is extracted with ethyl acetate (2×100 mL). The combined organic extracts are dried over magnesium sulfate and concentrated to give a brown oil. The oil is subjected to flas... The reactants are C(C)OC(\C=C\CCCC(C\C=C/C(C(F)(F)F)(C(F)(F)F)O[Si](CC)(CC)CC)(C)C)=O ((2E,9Z)-12,12,12-Trifluoro-7,7-dimethyl-11-triethylsilanyloxy-11-trifluoromethyl-dodeca-2,9-dienoic acid ethyl ester), [H-].C(C(C)C)[Al+]CC(C)C (diisobutylaluminiumhydride). Run in C1(=CC=CC=C1)C (toluene). Run at time 30 minute. The product is FC(C(\C=C/CC(CCC/C=C/CO)(C)C)(C(F)(F)F)O[Si](CC)(CC)CC)(F)F ((2E,9Z)-12,12,12-Trifluoro-7,7-dimethyl-11-triethylsilanyloxy-11-trifluoromethyl-dodeca-2,9-dien-1-ol). Reaction SMILES: C([O:3][C:4](=O)/[CH:5]=[CH:6]/[CH2:7][CH2:8][CH2:9][C:10]([CH3:32])([CH3:31])[CH2:11]/[CH:12]=[CH:13]\[C:14]([O:23][Si:24]([CH2:29][CH3:30])([CH2:27][CH3:28])[CH2:25][CH3:26])([C:19]([F:22])([F:21])[F:20])[C:15]([F:18])([F:17])[F:16])C.[H-].C([Al+]CC(C)C)C(C)C>C1(C)C=CC=CC=1>[F:18][C:15]([F:16])([F:17])[C:14]([O:23][Si:24]([CH2:29][CH3:30])([CH2:27][CH3:28])[CH2:25][CH3:26])([C:19]([F:21])([F:22])[F:20])/[CH:13]=[CH:12]\[CH2:11][C:10]([CH3:31])([CH3:32])[CH2:9][CH2:8][CH2:7]/[CH:6]=[CH:5]/[CH2:4][OH:3] |f:1.2|. Procedure: To a solution of 10.09 g of (2E,9Z)-12,12,12-Trifluoro-7,7-dimethyl-11-triethylsilanyloxy-11-trifluoromethyl-dodeca-2,9-dienoic acid ethyl ester in 100 ml of toluene was added at −78° 40.0 ml of diisobutylaluminiumhydride (1.2 M in toluene) and stirring was continued for 30 min after which time t.l.c. indicated completion of the reaction. The mixture was washed with sat. aqueous NH4Cl-solution and water, the organic layer was dried over MgSO4 and evaporated to give 8.92 g of the pure (t.l.c.) ti... Reactants: OBO, Cc1oc(-c2ccc(Br)cc2)nc1CCN1CCCC1, COc1cccc(OC)c1. Product: COc1ccc(-c2ccc(-c3nc(CCN4CCCC4)c(C)o3)cc2)c(OC)c1. As a reaction SMILES: [BH:1]([OH:2])[OH:3].[Br:14][c:15]1[cH:16][cH:17][c:18](-[c:21]2[o:22][c:23]([CH3:33])[c:24]([CH2:26][CH2:27][N:28]3[CH2:29][CH2:30][CH2:31][CH2:32]3)[n:25]2)[cH:19][cH:20]1.[CH3:4][O:5][c:6]1[cH:7][cH:8][cH:9][c:10]([O:12][CH3:13])[cH:11]1>>[CH3:4][O:5][c:6]1[c:7](-[c:15]2[cH:16][cH:17][c:18](-[c:21]3[o:22][c:23]([CH3:33])[c:24]([CH2:26][CH2:27][N:28]4[CH2:29][CH2:30][CH2:31][CH2:32]4)[n:25]3)[cH:19][cH:20]2)[cH:8][cH:9][c:10]([O:12][CH3:13])[cH:11]1. The reactants are BrCCCN1C(C=2C(C1=O)=CC=CC2)=O (N-(3-Bromopropyl) phthalimide), 5-hydroxy-1,2-dihydro-1-(2H)-isoquinolone, C(=O)([O-])[O-].[K+].[K+] (K2CO3), CN(C)C=O (DMF). The solvent is O (H2O). Reaction conditions: time 30 minute. Product: C1(C=2C(C(N1CCCOC1=C3C=CN=C(C3=CC=C1)O)=O)=CC=CC2)=O (5-(3 -Phthalimido-propoxy)-1-hydroxy-isoquinoline). RXN SMILES: Br[CH2:2][CH2:3][CH2:4][N:5]1[C:9](=[O:10])[C:8]2=[CH:11][CH:12]=[CH:13][CH:14]=[C:7]2[C:6]1=[O:15].[C:16]([O-:19])([O-])=O.[K+].[K+].[CH3:22][N:23]([CH:25]=[O:26])C>O>[C:9]1(=[O:10])[N:5]([CH2:4][CH2:3][CH2:2][O:19][C:16]2[CH:12]=[CH:13][CH:14]=[C:7]3[C:8]=2[CH:9]=[CH:22][N:23]=[C:25]3[OH:26])[C:6](=[O:15])[C:7]2=[CH:14][CH:13]=[CH:12][CH:11]=[C:8]12 |f:1.2.3|. Reported procedure: N-(3-Bromopropyl) phthalimide (164 g) is added to a stirred solution of 5-hydroxy-1,2-dihydro-1-(2H)-isoquinolone (96.7 g) and anhydrous K2CO3 (91.2 g) in 750 ml of DMF. The reaction mixture is stirred at room temperature for one week, diluted with 3 liters of H2O and stirring continued at RT for an additional 30 minutes. The reaction mixture is filtered and the solid resuspended in 2 liters of H2O and stirred at RT for an additional 11/2 hours. The suspension is filtered and the solid dried in ...